Dataset: the Open Reaction Database (ORD), a public repository of structured organic reaction records. Task: describe an organic reaction: reactants, conditions, products, and yield The reactants are BrCCCCCCCCCO (9-bromononan-1-ol), CC(CCBr)C (3-methylbutylbromide). Product: CC(CCCCCCCCCCCO)C (12-methyltridecan-1-ol). Yield: 51.0%. Reaction SMILES: Br[CH2:2][CH2:3][CH2:4][CH2:5][CH2:6][CH2:7][CH2:8][CH2:9][CH2:10][OH:11].[CH3:12][CH:13]([CH3:17])[CH2:14][CH2:15]Br>>[CH3:12][CH:13]([CH3:17])[CH2:14][CH2:15][CH2:2][CH2:3][CH2:4][CH2:5][CH2:6][CH2:7][CH2:8][CH2:9][CH2:10][OH:11]. Procedure details: 12-methyltridecan-1-ol was prepared from 9-bromononan-1-ol and 3-methylbutylbromide in 51% yield. The 1H NMR and MS-ESI data matched those reported by Yuasa et al. (Yuasa and Tsuruta (2004) Flavour and Fragrance Journal 19:199-204). Conditions: time 30 minute. Run in O1CCCC1 (tetrahydrofuran). As a reaction SMILES: [CH3:1][O:2][CH2:3][C@@H:4]([O:6][C:7]1[CH:8]=[C:9]([CH:21]=[C:22]([C:24]2[NH:25][C:26]([C:29]3[O:30][C@@H:31]([CH2:34][O:35][Si](C(C)C)(C(C)C)C(C)C)[CH2:32][N:33]=3)=[CH:27][CH:28]=2)[CH:23]=1)[O:10][C:11]1[CH:12]=[CH:13][C:14]([S:17]([CH3:20])(=[O:19])=[O:18])=[N:15][CH:16]=1)[CH3:5].[F-].C([N+](CCCC)(CCCC)CCCC)CCC.[Cl-].[NH4+]>O1CCCC1>[CH3:1][O:2][CH2:3][C@H:4]([CH3:5])[O:6][C:7]1[CH:23]=[C:22]([C:24]2[NH:25][C:26]([C:29]3[O:30][C@@H:31]([CH2:34][OH:35])[CH2:32][N:33]=3)=[CH:27][CH:28]=2)[CH:21]=[C:9]([O:10][C:11]2[CH:16]=[N:15][C:14]([S:17]([CH3:20])(=[O:18])=[O:19])=[CH:13][CH:12]=2)[CH:8]=1 |f:1.2,3.4|. The reactants are [F-].C(CCC)[N+](CCCC)(CCCC)CCCC (tetrabutylammonium fluoride), COC[C@H](C)OC=1C=C(OC=2C=CC(=NC2)S(=O)(=O)C)C=C(C1)C=1NC(=CC1)C=1O[C@H](CN1)CO[Si](C(C)C)(C(C)C)C(C)C (5-(3-{[(2S)-1-Methoxypropan-2-yl]oxy}-5-{5-[(5R)-5-{[(tripropan-2-ylsilyl)oxy]methyl}-4,5-dihydro-1,3-oxazol-2-yl]-1H-pyrrol-2-yl}phenoxy)-2-(methylsulfonyl)pyridine), [Cl-].[NH4+] (ammonium chloride). Yield: 75.7%. Yields the product COC[C@@H](OC=1C=C(C=C(C1)OC=1C=NC(=CC1)S(=O)(=O)C)C1=CC=C(N1)C=1O[C@H](CN1)CO)C ({(5R)-2-[5-(3-[(1S)-2-Methoxy-1-methylethoxy]-5-{[6-(methylsulfonyl)pyridin-3-yl]oxy}phenyl)-1H-pyrrol-2-yl]-4,5-dihydro-1,3-oxazol-5-yl}methanol). Reported procedure: 5-(3-{[(2S)-1-Methoxypropan-2-yl]oxy}-5-{5-[(5R)-5-{[(tripropan-2-ylsilyl)oxy]methyl}-4,5-dihydro-1,3-oxazol-2-yl]-1H-pyrrol-2-yl}phenoxy)-2-(methylsulfonyl)pyridine (1.18 g, 1.79 mmol) synthesized in Example (82a) was dissolved in tetrahydrofuran (10 mL), and tetrabutylammonium fluoride (1.0 mol/L tetrahydrofuran solution, 2.00 mL, 2.00 mmol) was added at room temperature, followed by stirring at room temperature for 30 minutes under nitrogen atmosphere. To this reaction solution, a saturated a... Starting materials: COc1ccc(C2COCCO2)c2sc(NC(=O)c3ccnc(Br)c3)nc12, Cc1cc(C(C)(C)C)c(O)c(C(C)(C)C)c1, [H-], [Na+], C1COCCO1, CN(C)C=O, OCCN1CCOCC1. Yields the product COc1ccc(C2COCCO2)c2sc(NC(=O)c3ccnc(OCCN4CCOCC4)c3)nc12. As a reaction SMILES: [Br:28][c:29]1[cH:30][c:31]([C:32](=[O:33])[NH:34][c:35]2[s:36][c:37]3[c:38]([n:39]2)[c:40]([O:50][CH3:51])[cH:41][cH:42][c:43]3[CH:44]2[O:45][CH2:46][CH2:47][O:48][CH2:49]2)[cH:52][cH:53][n:54]1.[C:10]([c:11]1[c:12]([OH:13])[c:14]([C:15]([CH3:16])([CH3:17])[CH3:18])[cH:19][c:20]([CH3:21])[cH:22]1)([CH3:23])([CH3:24])[CH3:25].[H-:26].[Na+:27].[O:55]1[CH2:56][CH2:57][O:58][CH2:59][CH2:60]1.[O:61]=[CH:62][N:63]([CH3:64])[CH3:65].[OH:1][CH2:2][CH2:3][N:4]1[CH2:5][CH2:6][O:7][CH2:8][CH2:9]1>>[O:1]([CH2:2][CH2:3][N:4]1[CH2:5][CH2:6][O:7][CH2:8][CH2:9]1)[c:29]1[cH:30][c:31]([C:32](=[O:33])[NH:34][c:35]2[s:36][c:37]3[c:38]([n:39]2)[c:40]([O:50][CH3:51])[cH:41][cH:42][c:43]3[CH:44]2[O:45][CH2:46][CH2:47][O:48][CH2:49]2)[cH:52][cH:53][n:54]1. Reactants: C(CN)N (ethylenediamine), C(C=C)#N (acrylonitrile). Run at time 8 hour. The product is 184, C(CN)N (ethylenediamine), C(#N)CCNCCN (N-cyanoethylethylenediamine). As a reaction SMILES: [C:1](#[N:4])[CH:2]=[CH2:3].[CH2:5]([NH2:8])[CH2:6][NH2:7]>>[CH2:5]([NH2:8])[CH2:6][NH2:7].[C:1]([CH2:2][CH2:3][NH:7][CH2:6][CH2:5][NH2:8])#[N:4]. Reported procedure: In a suitable vessel 79.5 parts (1.5 moles of acrylonitrile was added dropwise with stirring to 270 parts (4.5 moles) of ethylenediamine over 90 minutes. After standing overnight the mixture was distilled under reduced pressure, yielding 184 parts of ethylenediamine, and 100.1 parts of N-cyanoethylethylenediamine. There remained undistilled 43 parts of residue. Boiling point of the N-cyanoethylethylenediamine was 162°-171° C. at 55 mm abs. pressure. Reactants: C1CCOC1, CC1CCCN(C)C1(C)C, C[Si](C)(C)c1c(F)cc(Cl)cc1F, [Li], CN(C)C=O. Yields the product C[Si](C)(C)c1c(F)cc(Cl)c(C=O)c1F. Reaction SMILES: [CH2:30]1[O:31][CH2:32][CH2:33][CH2:34]1.[CH3:14][CH:15]1[CH2:16][CH2:17][CH2:18][N:19]([CH3:20])[C:21]1([CH3:22])[CH3:23].[Cl:1][c:2]1[cH:3][c:4]([F:13])[c:5]([Si:9]([CH3:10])([CH3:11])[CH3:12])[c:6]([F:8])[cH:7]1.[Li:24].[O:25]=[CH:26][N:27]([CH3:28])[CH3:29]>>[Cl:1][c:2]1[c:3]([CH:26]=[O:25])[c:4]([F:13])[c:5]([Si:9]([CH3:10])([CH3:11])[CH3:12])[c:6]([F:8])[cH:7]1. Starting materials: N(N)C(=O)C1CCN(CC1)C(=O)OC(C)(C)C (tert-butyl 4-(hydrazinocarbonyl)piperidine-1-carboxylate), C(=S)(N1C=NC=C1)N1C=NC=C1 (1,1′-thiocarbonyldiimidazole), CI (methyl iodide). The solvent is ice water, CN(C)C=O (DMF). Run at time 1 hour. The product is CSC1=NN=C(O1)C1CCN(CC1)C(=O)OC(C)(C)C (tert-butyl 4-[5-(methylsulfanyl)-1,3,4-oxadiazol-2-yl]piperidine-1-carboxylate). The yield is 91.0%. Reaction SMILES: [NH:1]([C:3]([CH:5]1[CH2:10][CH2:9][N:8]([C:11]([O:13][C:14]([CH3:17])([CH3:16])[CH3:15])=[O:12])[CH2:7][CH2:6]1)=[O:4])[NH2:2].[C:18](N1C=CN=C1)(N1C=CN=C1)=[S:19].[CH3:30]I>CN(C=O)C>[CH3:30][S:19][C:18]1[O:4][C:3]([CH:5]2[CH2:10][CH2:9][N:8]([C:11]([O:13][C:14]([CH3:17])([CH3:16])[CH3:15])=[O:12])[CH2:7][CH2:6]2)=[N:1][N:2]=1. Reported procedure: To a solution of tert-butyl 4-(hydrazinocarbonyl)piperidine-1-carboxylate (0.97 g) in DMF (8.0 mL) was added 1,1′-thiocarbonyldiimidazole (0.86 g), and the mixture was stirred at room temperature for 1 hr. The mixture was heated at 100° C. for 2 hr, cooled to 0° C., and methyl iodide (0.5 mL) was added. The mixture was stirred at 0° C. for 1 hr, diluted with ice water, and extracted with ethyl acetate. The extract was washed with 1N hydrochloric acid, water and saturated brine, dried and concent...